From a dataset of the Open Reaction Database (ORD), a public repository of structured organic reaction records. describe an organic reaction: reactants, conditions, products, and yield Starting materials: ClC1=NC(=CC(=C1)C=1C=NN(C1)COCC[Si](C)(C)C)Cl (2,6-Dichloro-4-(1-{[2-(trimethylsilyl)ethoxy]methyl}-1H-pyrazol-4-yl)pyridine), FC1=CC=C(C=C1)[C@H](C)N ((S)-(−)-1-(4-fluorophenyl)ethylamine), C(C)(C)(C)P(C1=C(C=CC=C1)C1=CC=CC=C1)C(C)(C)C (2-(di-t-butylphosphino)biphenyl), CC(C)([O-])C.[Na+] (sodium t-butoxide). The reagents and catalysts are C(C)(=O)[O-].[Pd+2].C(C)(=O)[O-] (palladium acetate). The solvent is C(C)(=O)OCC (ethyl acetate), C1(=CC=CC=C1)C (toluene). Reaction conditions: temperature 85 celsius, time 1.5 hour. The product is ClC1=CC(=CC(=N1)N[C@@H](C)C1=CC=C(C=C1)F)C=1C=NN(C1)COCC[Si](C)(C)C ((S)-6-Chloro-N-[1-(4-fluorophenyl)ethyl]-4-(1-{[2-(trimethylsilyl)ethoxy]methyl}-1H-pyrazol-4-yl)pyridine-2-amine). Yield: 53.9%. Reaction SMILES: Cl[C:2]1[CH:7]=[C:6]([C:8]2[CH:9]=[N:10][N:11]([CH2:13][O:14][CH2:15][CH2:16][Si:17]([CH3:20])([CH3:19])[CH3:18])[CH:12]=2)[CH:5]=[C:4]([Cl:21])[N:3]=1.[F:22][C:23]1[CH:28]=[CH:27][C:26]([C@@H:29]([NH2:31])[CH3:30])=[CH:25][CH:24]=1.C(P(C(C)(C)C)C1C=CC=CC=1C1C=CC=CC=1)(C)(C)C.CC(C)([O-])C.[Na+]>C(OCC)(=O)C.C([O-])(=O)C.[Pd+2].C([O-])(=O)C.C1(C)C=CC=CC=1>[Cl:21][C:4]1[N:3]=[C:2]([NH:31][C@H:29]([C:26]2[CH:27]=[CH:28][C:23]([F:22])=[CH:24][CH:25]=2)[CH3:30])[CH:7]=[C:6]([C:8]2[CH:9]=[N:10][N:11]([CH2:13][O:14][CH2:15][CH2:16][Si:17]([CH3:20])([CH3:19])[CH3:18])[CH:12]=2)[CH:5]=1 |f:3.4,6.7.8|. Reported procedure: 100 mg of 2,6-dichloro-4-(1-{[2-(trimethylsilyl)ethoxy]methyl}-1H-pyrazol-4-yl)pyridine obtained by Step 2, 44 mg of (S)-(−)-1-(4-fluorophenyl)ethylamine, 17 mg of 2-(di-t-butylphosphino)biphenyl, 70 mg of sodium t-butoxide and 6 mg of palladium acetate were added in turn to 3 ml of degassed toluene, and then the mixture was stirred at 85° C. for 1.5 hours under argon atmosphere. The reaction solution was diluted with ethyl acetate. The solution was washed in turn with water and brine and then d... The product is CC1=C(C=CC2=C1C(=NC(=N2)N)N)CNC3=CC(=C(C(=C3)OC)OC)OC (trimetrexate). Reaction SMILES: [NH2:1][C:2]1[N:11]=[C:10]([NH2:12])[C:9]2[C:4](=[CH:5][CH:6]=[C:7]([CH:14]=[N:15][C:16]3[CH:21]=[C:20]([O:22][CH3:23])[C:19]([O:24][CH3:25])=[C:18]([O:26][CH3:27])[CH:17]=3)[C:8]=2[CH3:13])[N:3]=1>O1CCCC1.O>[CH3:13][C:8]1[C:9]2[C:10]([NH2:12])=[N:11][C:2]([NH2:1])=[N:3][C:4]=2[CH:5]=[CH:6][C:7]=1[CH2:14][NH:15][C:16]1[CH:21]=[C:20]([O:22][CH3:23])[C:19]([O:24][CH3:25])=[C:18]([O:26][CH3:27])[CH:17]=1. Procedure details: The method of claim 21 wherein step (c) comprises heating the 2,4-diamino-5-methyl-6-[(3,4,5-trimethoxyphenylimino)methyl]quinazoline in a mixture of tetrahydrofuran and water in the presence of a reducing agent to produce a crude trimetrexate base, and converting the crude trimetrexate base to trimetrexate acetate. Solvent: O1CCCC1 (tetrahydrofuran), O (water). The reactants are NC1=NC2=CC=C(C(=C2C(=N1)N)C)C=NC1=CC(=C(C(=C1)OC)OC)OC (2,4-diamino-5-methyl-6-[(3,4,5-trimethoxyphenylimino)methyl]quinazoline). Starting materials: [Li]CCCC, C1CCOC1, COCCOCOc1c(C(C)(C)C)nc(C)nc1C(C)(C)C, O=Cc1cccnc1. Product: COCCOCOc1c(C(C)(C)C)nc(CC(O)c2cccnc2)nc1C(C)(C)C. Reaction SMILES: [CH2:1]([Li:2])[CH2:3][CH2:4][CH3:5].[CH2:36]1[O:37][CH2:38][CH2:39][CH2:40]1.[CH3:6][C:7]([CH3:8])([CH3:9])[c:10]1[n:11][c:12]([CH3:27])[n:13][c:14]([C:23]([CH3:24])([CH3:25])[CH3:26])[c:15]1[O:16][CH2:17][O:18][CH2:19][CH2:20][O:21][CH3:22].[n:28]1[cH:29][c:30]([CH:34]=[O:35])[cH:31][cH:32][cH:33]1>>[CH3:6][C:7]([CH3:8])([CH3:9])[c:10]1[n:11][c:12]([CH2:27][CH:34]([c:30]2[cH:29][n:28][cH:33][cH:32][cH:31]2)[OH:35])[n:13][c:14]([C:23]([CH3:24])([CH3:25])[CH3:26])[c:15]1[O:16][CH2:17][O:18][CH2:19][CH2:20][O:21][CH3:22]. Reported procedure: By a similar operation as in Reference Example 154 and using sodium hydride (60% in oil, 91.0 mg), 5-(2-bromophenyl)-1H-pyrrole-3-carbaldehyde (396 mg), 15-crown-5 (418 mg) and pyridin-3-ylsulfonyl chloride (309 mg), the title compound was obtained as a pale-yellow solid (yield 560 mg, 91%). RXN SMILES: [H-].[Na+].[Br:3][C:4]1[CH:9]=[CH:8][CH:7]=[CH:6][C:5]=1[C:10]1[NH:14][CH:13]=[C:12]([CH:15]=[O:16])[CH:11]=1.C1OCCOCCOCCOCCOC1.[N:32]1[CH:37]=[CH:36][CH:35]=[C:34]([S:38](Cl)(=[O:40])=[O:39])[CH:33]=1>>[Br:3][C:4]1[CH:9]=[CH:8][CH:7]=[CH:6][C:5]=1[C:10]1[N:14]([S:38]([C:34]2[CH:33]=[N:32][CH:37]=[CH:36][CH:35]=2)(=[O:40])=[O:39])[CH:13]=[C:12]([CH:15]=[O:16])[CH:11]=1 |f:0.1|. Reactants: C1COCCOCCOCCOCCO1 (15-crown-5), N1=CC(=CC=C1)S(=O)(=O)Cl (pyridin-3-ylsulfonyl chloride), [H-].[Na+] (sodium hydride), BrC1=C(C=CC=C1)C1=CC(=CN1)C=O (5-(2-bromophenyl)-1H-pyrrole-3-carbaldehyde). Isolated yield 91.0%. The product is BrC1=C(C=CC=C1)C1=CC(=CN1S(=O)(=O)C=1C=NC=CC1)C=O (5-(2-bromophenyl)-1-(pyridin-3-ylsulfonyl)-1H-pyrrole-3-carbaldehyde), solid. Solvent: O1CCOCC1 (dioxane), C(C)(=O)OCC (ethyl acetate). Reactants: solution, Cl (hydrochloric acid), C(C)(C)(C)OC(=O)NC(=N)C1=CC=C(OCCCN2C(C(N(CC2)C(CC(=O)OCC)C=2C=NC=CC2)=O)=O)C=C1 (ethyl 3-[4-[3-(4-tert-butoxycarbonylamidinophenoxy)-propyl]-2,3-dioxopiperazin-1-yl]-3-(pyridin-3-yl)-propionate). Yields the product Cl.C(N)(=N)C1=CC=C(OCCCN2C(C(N(CC2)C(CC(=O)OCC)C=2C=NC=CC2)=O)=O)C=C1 (ethyl 3-[4-[3-(4-amidinophenoxy)propyl]-2,3-dioxopiperazin-1-yl]-3-(pyridin-3-yl)propionate hydrochloride). Procedure details: In 2 ml of ethyl acetate was dissolved 0.45 g of ethyl 3-[4-[3-(4-tert-butoxycarbonylamidinophenoxy)-propyl]-2,3-dioxopiperazin-1-yl]-3-(pyridin-3-yl)-propionate, followed by adding thereto 4 ml of a 2.4N solution of hydrochloric acid in dioxane, and the resulting mixture was stirred at room temperature for 12 hours. After completion of the reaction, the solvent was distilled off under reduced pressure and the resulting residue was purified by a reversed phase column chromatography (eluent: a 15... As a reaction SMILES: C(OC([NH:8][C:9]([C:11]1[CH:41]=[CH:40][C:14]([O:15][CH2:16][CH2:17][CH2:18][N:19]2[CH2:24][CH2:23][N:22]([CH:25]([C:32]3[CH:33]=[N:34][CH:35]=[CH:36][CH:37]=3)[CH2:26][C:27]([O:29][CH2:30][CH3:31])=[O:28])[C:21](=[O:38])[C:20]2=[O:39])=[CH:13][CH:12]=1)=[NH:10])=O)(C)(C)C.[ClH:42]>C(OCC)(=O)C.O1CCOCC1>[ClH:42].[C:9]([C:11]1[CH:12]=[CH:13][C:14]([O:15][CH2:16][CH2:17][CH2:18][N:19]2[CH2:24][CH2:23][N:22]([CH:25]([C:32]3[CH:33]=[N:34][CH:35]=[CH:36][CH:37]=3)[CH2:26][C:27]([O:29][CH2:30][CH3:31])=[O:28])[C:21](=[O:38])[C:20]2=[O:39])=[CH:40][CH:41]=1)(=[NH:8])[NH2:10] |f:4.5|. Starting materials: NC[C@@H]1CC[C@H](CC1)C(=O)O (trans-4-(Aminomethyl)cyclohexanecarboxylic acid), aq solution, [OH-].[Na+] (NaOH), ClC(=O)OCC1=CC=CC=C1 (benzyl chloroformate). Conditions: time 1 hour. The product is C(C1=CC=CC=C1)OC(=O)NC[C@@H]1CC[C@H](CC1)C(=O)O (trans-4-({[(Benzyloxy)carbonyl]amino}methyl)cyclohexanecarboxylic acid). The yield is 93.0%. Reaction SMILES: [NH2:1][CH2:2][C@H:3]1[CH2:8][CH2:7][C@H:6]([C:9]([OH:11])=[O:10])[CH2:5][CH2:4]1.[OH-].[Na+].Cl[C:15]([O:17][CH2:18][C:19]1[CH:24]=[CH:23][CH:22]=[CH:21][CH:20]=1)=[O:16]>>[CH2:18]([O:17][C:15]([NH:1][CH2:2][C@H:3]1[CH2:4][CH2:5][C@H:6]([C:9]([OH:11])=[O:10])[CH2:7][CH2:8]1)=[O:16])[C:19]1[CH:24]=[CH:23][CH:22]=[CH:21][CH:20]=1 |f:1.2|. Reported procedure: trans-4-(Aminomethyl)cyclohexanecarboxylic acid (10.00 g, 0.06361 mol), in a 10% aq solution of NaOH (5.60 g in 55 mL) was cooled to 0° C. and treated over 15 min with vigorous stirring, with benzyl chloroformate (11 mL, 0.076 mol). After one hour the solution was acidified (1M HCl(aq)) and the resulting the white precipitate collected by filtration, washed with water and hexane then dried in vacuo oven overnight to afford 17.23 g of the title compound. 1H NMR (400 MHz, CDCl3): δ 0.93-0.99 (m, 2... As a reaction SMILES: [F:1][C:2]1[CH:12]=[C:11]([NH:13][C:14]2[CH:19]=[CH:18][CH:17]=[CH:16][C:15]=2[N+:20]([O-])=O)[CH:10]=[CH:9][C:3]=1[C:4]([O:6][CH2:7][CH3:8])=[O:5].[Cl-].[NH4+].CO>[Fe].O>[NH2:20][C:15]1[CH:16]=[CH:17][CH:18]=[CH:19][C:14]=1[NH:13][C:11]1[CH:10]=[CH:9][C:3]([C:4]([O:6][CH2:7][CH3:8])=[O:5])=[C:2]([F:1])[CH:12]=1 |f:1.2|. Yield: 99.3%. Procedure: 200 mg ethyl 2-fluoro-4-(2-nitrophenylamino)benzoate (compound in Production Example 331), 180 mg iron powder, 350 mg ammonium chloride and 8 mL solution mixture of methanol and water (5:3) were stirred at 100° C. for 1 hour. Insolubles were filtered off with Celite, and water was added to the filtrate which was then extracted with dichloromethane. The extract was purified by NH silica gel chromatography (ethyl acetate), to give 179 mg of the title compound as pale brown crystals. Product: NC1=C(C=CC=C1)NC1=CC(=C(C(=O)OCC)C=C1)F (Ethyl 4-(2-amino-phenylamino)-2-fluoro-benzoate). Solvent: O (water). The reactants are FC1=C(C(=O)OCC)C=CC(=C1)NC1=C(C=CC=C1)[N+](=O)[O-] (ethyl 2-fluoro-4-(2-nitrophenylamino)benzoate), [Cl-].[NH4+] (ammonium chloride), solution, CO (methanol). Reagents/catalysts: [Fe] (iron). Run at temperature 100 celsius, time 1 hour. Procedure details: m-Chloroperoxybenzoic acid (80 mg of 50%, 0.23 mmol) was added at 25° C. to a solution of 5chloro-1H-indole-2-carboxylic acid ((1S)-benzyl-2-oxo-2-thiomorpholin-4-yl-ethyl)-amide (100 mg, 0.23 mmol) in dichloromethane (2 mL). After 1 hour, the mixture diluted with ethyl acetate and washed three times with a 50/50 mixture of saturated aqueous sodium bicarbonate and 10% aqueous sodium thiosulfate, once with saturated aqueous sodium bicarbonate, brine, and dried. The crude product was purified by c... Product: C(C1=CC=CC=C1)[C@@H](C(N1CCS(CC1)=O)=O)NC(=O)C=1NC2=CC=C(C=C2C1)Cl (5-Chloro-1H-indole-2-carboxylic acid [(1S)-benzyl-2-oxo-2-(1-oxo-1-thiomorpholin-4-yl)-ethyl]-amide). Isolated yield 76.0%. Run in ClCCl (dichloromethane), C(C)(=O)OCC (ethyl acetate). The reactants are ClC=1C=C(C(=O)OO)C=CC1 (m-Chloroperoxybenzoic acid), C(C1=CC=CC=C1)[C@@H](C(N1CCSCC1)=O)NC(=O)C=1NC2=CC=C(C=C2C1)Cl (5chloro-1H-indole-2-carboxylic acid ((1S)-benzyl-2-oxo-2-thiomorpholin-4-yl-ethyl)-amide). RXN SMILES: ClC1C=C(C=CC=1)C(OO)=[O:6].[CH2:12]([C@H:19]([NH:28][C:29]([C:31]1[NH:32][C:33]2[C:38]([CH:39]=1)=[CH:37][C:36]([Cl:40])=[CH:35][CH:34]=2)=[O:30])[C:20](=[O:27])[N:21]1[CH2:26][CH2:25][S:24][CH2:23][CH2:22]1)[C:13]1[CH:18]=[CH:17][CH:16]=[CH:15][CH:14]=1>ClCCl.C(OCC)(=O)C>[CH2:12]([C@H:19]([NH:28][C:29]([C:31]1[NH:32][C:33]2[C:38]([CH:39]=1)=[CH:37][C:36]([Cl:40])=[CH:35][CH:34]=2)=[O:30])[C:20](=[O:27])[N:21]1[CH2:22][CH2:23][S:24](=[O:6])[CH2:25][CH2:26]1)[C:13]1[CH:14]=[CH:15][CH:16]=[CH:17][CH:18]=1. Reaction conditions: time 1 hour. Reactants: CCOC(=O)CC(=O)CBr, CC(=O)O, [Na+], O=[N+]([O-])[O-], O. The product is CCOC(=O)C(=NO)C(=O)CBr. Reaction SMILES: [Br:6][CH2:7][C:8]([CH2:9][C:10](=[O:11])[O:12][CH2:13][CH3:14])=[O:15].[CH3:17][C:18](=[O:19])[OH:20].[Na+:1].[O-:2][N+:3]([O-:4])=[O:5].[OH2:16]>>[N:3]([OH:5])=[C:9]([C:8]([CH2:7][Br:6])=[O:15])[C:10](=[O:11])[O:12][CH2:13][CH3:14].